From a dataset of the Open Reaction Database (ORD), a public repository of structured organic reaction records. describe an organic reaction: reactants, conditions, products, and yield The reactants are COC=1C=C(CC2NCCC3=CC(=C(C=C23)OC(C)C)OC)C=CC1OC (1-(3,4-Dimethoxy-benzyl)-6-methoxy-7-isopropoxy-1,2,3,4-tetrahydroisoquinoline), BrCC(=O)Br (2-bromoacetyl bromide), NC1CC(C2=CC=CC=C12)C1=CC=CC=C1 (1-amino-3-phenyl-indane). The product is COC=1C=C(CC2N(CCC3=CC(=C(C=C23)OC(C)C)OC)CC(=O)NC2CC(C3=CC=CC=C23)C2=CC=CC=C2)C=CC1OC (2-[1-(3,4-Dimethoxy-benzyl)-6-methoxy-7-isopropoxy-3,4-dihydro-1H-isoquinolin-2-yl]-N-(3-phenyl-indan-1-yl)-acetamide). As a reaction SMILES: [CH3:1][O:2][C:3]1[CH:4]=[C:5]([CH:23]=[CH:24][C:25]=1[O:26][CH3:27])[CH2:6][CH:7]1[C:16]2[C:11](=[CH:12][C:13]([O:21][CH3:22])=[C:14]([O:17][CH:18]([CH3:20])[CH3:19])[CH:15]=2)[CH2:10][CH2:9][NH:8]1.Br[CH2:29][C:30](Br)=[O:31].[NH2:33][CH:34]1[C:42]2[C:37](=[CH:38][CH:39]=[CH:40][CH:41]=2)[CH:36]([C:43]2[CH:48]=[CH:47][CH:46]=[CH:45][CH:44]=2)[CH2:35]1>>[CH3:1][O:2][C:3]1[CH:4]=[C:5]([CH:23]=[CH:24][C:25]=1[O:26][CH3:27])[CH2:6][CH:7]1[C:16]2[C:11](=[CH:12][C:13]([O:21][CH3:22])=[C:14]([O:17][CH:18]([CH3:20])[CH3:19])[CH:15]=2)[CH2:10][CH2:9][N:8]1[CH2:29][C:30]([NH:33][CH:34]1[C:42]2[C:37](=[CH:38][CH:39]=[CH:40][CH:41]=2)[CH:36]([C:43]2[CH:44]=[CH:45][CH:46]=[CH:47][CH:48]=2)[CH2:35]1)=[O:31]. Procedure: prepared by reaction of 1-(3,4-Dimethoxy-benzyl)-6-methoxy-7-isopropoxy-1,2,3,4-tetrahydroisoquinoline and 2-bromoacetyl bromide with 1-amino-3-phenyl-indane Starting materials: COC(=O)C(CC(C)(F)F)N1CC(Oc2ccccc2Cl)=CC1=O, [Li+], C1CCOC1, [OH-], O, O. Yields the product CC(F)(F)CC(C(=O)O)N1CC(Oc2ccccc2Cl)=CC1=O. As a reaction SMILES: [CH3:1][O:2][C:3]([CH:4]([CH2:5][C:6]([CH3:7])([F:8])[F:9])[N:10]1[C:11](=[O:23])[CH:12]=[C:13]([O:15][c:16]2[c:17]([Cl:22])[cH:18][cH:19][cH:20][cH:21]2)[CH2:14]1)=[O:24].[Li+:32].[O:25]1[CH2:26][CH2:27][CH2:28][CH2:29]1.[OH-:31].[OH2:30].[OH2:33]>>[O:2]=[C:3]([CH:4]([CH2:5][C:6]([CH3:7])([F:8])[F:9])[N:10]1[C:11](=[O:23])[CH:12]=[C:13]([O:15][c:16]2[c:17]([Cl:22])[cH:18][cH:19][cH:20][cH:21]2)[CH2:14]1)[OH:24]. The reactants are COC(=O)C1=NNC2=CC=C(C=C12)Br (5-bromo-1H-indazole-3-carboxylic acid methyl ester), C(=O)O[Na] (HCOONa). The reagents and catalysts are Cl[Pd]([P](C1=CC=CC=C1)(C2=CC=CC=C2)C3=CC=CC=C3)([P](C4=CC=CC=C4)(C5=CC=CC=C5)C6=CC=CC=C6)Cl (PdCl2(PPh3)2). Run in CCOC(=O)C (EtOAc), O (water), CN(C)C=O (DMF). Run at time 6 hour. The product is COC(=O)C1=NNC2=CC=C(C=C12)C=O (5-formyl-1H-indazole-3-carboxylic acid methyl ester). Yield: 53.7%. As a reaction SMILES: [CH3:1][O:2][C:3]([C:5]1[C:13]2[C:8](=[CH:9][CH:10]=[C:11](Br)[CH:12]=2)[NH:7][N:6]=1)=[O:4].[CH:15](O[Na])=[O:16]>CN(C=O)C.CCOC(C)=O.O.Cl[Pd](Cl)([P](C1C=CC=CC=1)(C1C=CC=CC=1)C1C=CC=CC=1)[P](C1C=CC=CC=1)(C1C=CC=CC=1)C1C=CC=CC=1>[CH3:1][O:2][C:3]([C:5]1[C:13]2[C:8](=[CH:9][CH:10]=[C:11]([CH:15]=[O:16])[CH:12]=2)[NH:7][N:6]=1)=[O:4] |^1:33,52|. Procedure details: A mixture of 5-bromo-1H-indazole-3-carboxylic acid methyl ester (1 g, 3.92 mmol), HCOONa (400 mg, 5.88 mmol), and PdCl2(PPh3)2 (138 mg, 0.2 mmol) in DMF (10 mL) was put under vacuum, and charged with CO. This process was repeated three times, and the mixture was kept at 110° C. for 6 hr. The reaction mixture was cooled to rt, diluted with EtOAc and water, and extracted. The organic phase was dried and concentrated. Purification via flash chromatography afforded 5-formyl-1H-indazole-3-carboxylic ... The reactants are O=C1CCC(=O)N1Br, CC#N, COc1ccc(CNc2cccc(F)n2)cc1. The product is COc1ccc(CNc2ccc(Br)c(F)n2)cc1. As a reaction SMILES: [Br:18][N:19]1[C:20](=[O:21])[CH2:22][CH2:23][C:24]1=[O:25].[CH3:26][C:27]#[N:28].[F:1][c:2]1[cH:3][cH:4][cH:5][c:6]([NH:8][CH2:9][c:10]2[cH:11][cH:12][c:13]([O:16][CH3:17])[cH:14][cH:15]2)[n:7]1>>[F:1][c:2]1[c:3]([Br:18])[cH:4][cH:5][c:6]([NH:8][CH2:9][c:10]2[cH:11][cH:12][c:13]([O:16][CH3:17])[cH:14][cH:15]2)[n:7]1. Starting materials: O[C@@H]1[C@]2(C)[C@@H](CC1)[C@@H]1CCC3=CC(CCC3=C1[C@H](C2)C2=CC=C(C=O)C=C2)=O (4-(17β-Hydroxy-3-oxoestra-4,9-dien-11β-yl)benzaldehyde), C1CC(=O)N(C1=O)Br (NBS). RXN SMILES: [OH:1][C@H:2]1[CH2:7][CH2:6][C@H:5]2[C@H:8]3[C:17]([C@@H:18]([C:20]4[CH:27]=[CH:26][C:23]([CH:24]=[O:25])=[CH:22][CH:21]=4)[CH2:19][C@:3]12[CH3:4])=[C:16]1[C:11](=[CH:12][C:13](=[O:28])[CH2:14][CH2:15]1)[CH2:10][CH2:9]3.C1C(=O)N([Br:36])C(=O)C1>C1COCC1>[Br:36][C:12]1[C:13](=[O:28])[CH2:14][CH2:15][C:16]2[C:11]=1[CH2:10][CH2:9][C@@H:8]1[C:17]=2[C@@H:18]([C:20]2[CH:21]=[CH:22][C:23]([CH:24]=[O:25])=[CH:26][CH:27]=2)[CH2:19][C@@:3]2([CH3:4])[C@H:5]1[CH2:6][CH2:7][C@@H:2]2[OH:1]. Product: BrC1=C2CC[C@H]3[C@@H]4CC[C@@H]([C@@]4(C)C[C@@H](C3=C2CCC1=O)C1=CC=C(C=O)C=C1)O (4-(4′-bromo-17β-hydroxy-3-oxoestra-4,9-dien-11β-yl)benzaldehyde). Procedure details: 4-(17β-Hydroxy-3-oxoestra-4,9-dien-11β-yl)benzaldehyde is reacted according to Example 5 in THF with NBS to form 4-(4′-bromo-17β-hydroxy-3-oxoestra-4,9-dien-11β-yl)benzaldehyde and purified by chromatography. The purified product is incorporated directly into the oximization. Run in C1CCOC1 (THF). Reactants: O=C(NC1CCC(CNc2ccc(CO)cn2)CC1)c1cc(C(F)(F)F)ccc1Cl, ClCCl. Yields the product O=Cc1ccc(NCC2CCC(NC(=O)c3cc(C(F)(F)F)ccc3Cl)CC2)nc1. Reaction SMILES: [Cl:1][c:2]1[c:3]([C:4](=[O:5])[NH:6][CH:7]2[CH2:8][CH2:9][CH:10]([CH2:13][NH:14][c:15]3[n:16][cH:17][c:18]([CH2:21][OH:22])[cH:19][cH:20]3)[CH2:11][CH2:12]2)[cH:23][c:24]([C:27]([F:28])([F:29])[F:30])[cH:25][cH:26]1.[Cl:31][CH2:32][Cl:33]>>[Cl:1][c:2]1[c:3]([C:4](=[O:5])[NH:6][CH:7]2[CH2:8][CH2:9][CH:10]([CH2:13][NH:14][c:15]3[n:16][cH:17][c:18]([CH:21]=[O:22])[cH:19][cH:20]3)[CH2:11][CH2:12]2)[cH:23][c:24]([C:27]([F:28])([F:29])[F:30])[cH:25][cH:26]1.